Dataset: the Open Reaction Database (ORD), a public repository of structured organic reaction records. Task: describe an organic reaction: reactants, conditions, products, and yield Run in C=1(C(=CC=CC1)C)C (xylene), C=1(C(=CC=CC1)C)C (xylene). Procedure: To a stirred boiling slurry made from potassium (1.28 g, 32.8 mmol) and t-BuOH (2.43 g, 32.8 mmol) in xylene (182.5 mL) under N2 was added diethyl 4,4′-(benzylazanediyl)dibutanoate (5 g, 14.9 mmol) over 5 hours in xylene (37.25 mL). The mixture was stirred and heated at reflux for 1 hour. After being cooled, the reaction mixture was neuturalized with 6N HCl (100 mL) and then was extracted with 6N HCl (3×50 mL). The combined acid solutions were filtered and the filtrate was heated under reflux fo... Yields the product C(C1=CC=CC=C1)N1CCCC(CCC1)=O (1-benzylazocan-5-one). RXN SMILES: [K].CC(O)(C)C.[CH2:7]([N:14]([CH2:23][CH2:24][CH2:25][C:26]([O:28]CC)=O)[CH2:15][CH2:16][CH2:17]C(OCC)=O)[C:8]1[CH:13]=[CH:12][CH:11]=[CH:10][CH:9]=1.Cl>C1(C)C(C)=CC=CC=1>[CH2:7]([N:14]1[CH2:15][CH2:16][CH2:17][C:26](=[O:28])[CH2:25][CH2:24][CH2:23]1)[C:8]1[CH:9]=[CH:10][CH:11]=[CH:12][CH:13]=1 |^1:0|. Starting materials: [K] (potassium), C(C1=CC=CC=C1)N(CCCC(=O)OCC)CCCC(=O)OCC (diethyl 4,4′-(benzylazanediyl)dibutanoate), Cl (HCl), CC(C)(C)O (t-BuOH).